From a dataset of the Open Reaction Database (ORD), a public repository of structured organic reaction records. describe an organic reaction: reactants, conditions, products, and yield The solvent is ClCCl (dichloromethane). Procedure: (S)-N,N-Diethyl-2-chloropropionamide (88.3 g) dissolved in ethanol (150 cc) is added to a suspension of the potassium salt of thiolacetic acid (72.6 g) in ethanol (300cc). The reaction mixture is then heated for 2 hours at a temperature in the vicinity of 60° C. and then filtered and concentrated to dryness under reduced pressure (130 Pa) at a temperature in the vicinity of 50° C. The residue obtained is taken up and stirred in dichloromethane (500 cc) and then washed with distilled water (300 c... Reactants: [K] (potassium), S1C(=CC=C1)CC(=O)O (thiolacetic acid), C(C)O (ethanol), C(C)N(C([C@H](C)Cl)=O)CC ((S)-N,N-Diethyl-2-chloropropionamide), C(C)O (ethanol). As a reaction SMILES: [CH2:1]([N:3]([CH2:9][CH3:10])[C:4](=O)[C@@H:5](Cl)[CH3:6])[CH3:2].[K].[S:12]1C=CC=C1CC(O)=O.[CH2:21]([OH:23])[CH3:22]>ClCCl>[CH2:1]([N:3]([CH2:9][CH3:10])[C:4](=[S:12])[C@@H:5]([C:21](=[O:23])[CH3:22])[CH3:6])[CH3:2] |^1:10|. Conditions: temperature 60 celsius. Yields the product C(C)N(C([C@H](C)C(C)=O)=S)CC ((R)-N,N-Diethyl-2-acetylthiopropionamide). The reactants are C[O-].[Na+] (sodium methoxide), C(OC)(OC)=O (dimethyl carbonate), FC1=CC=C(C=C1)C1=CC=C2CCCC(C2=C1)=O (7-(4-fluorophenyl)-1-tetralone). Solvent: Cl (hydrochloric acid). Conditions: temperature 0 celsius, time 4 hour. The product is FC1=CC=C(C=C1)C1=CC=C2CCC(=CC2=C1)C(=O)O (7-(4-fluorophenyl)-3,4-dihydronaphthalene-2-carboxylic acid). Reaction SMILES: C[O-].[Na+].[C:4](=[O:9])(OC)[O:5]C.[F:10][C:11]1[CH:16]=[CH:15][C:14]([C:17]2[CH:26]=[C:25]3[C:20]([CH2:21][CH2:22][CH2:23][C:24]3=O)=[CH:19][CH:18]=2)=[CH:13][CH:12]=1>Cl>[F:10][C:11]1[CH:12]=[CH:13][C:14]([C:17]2[CH:26]=[C:25]3[C:20]([CH2:21][CH2:22][C:23]([C:4]([OH:5])=[O:9])=[CH:24]3)=[CH:19][CH:18]=2)=[CH:15][CH:16]=1 |f:0.1|. Reported procedure: A mixture of sodium methoxide (15.5 g), dimethyl carbonate (91 ml) and 7-(4-fluorophenyl)-1-tetralone (13.8 g) was refluxed for 30 minutes. The reaction mixture was cooled to 0° C., and to the mixture was gradually added 3N hydrochloric acid (200 ml). The mixture was extracted with ethyl acetate. The organic layer was washed with saturated sodium chloride solution, dried with anhydrous sodium sulfate, and concentrated under reduced pressure. The residue was dissolved in THF (90 ml), and to the m... Reactants: SCCO (2-Mercaptoethanol), C1(C=CC(C=C1)=O)=O (p-benzoquinone). Solvent: C(C)O (ethanol). Conditions: time 30 second. Yields the product OCCSC=1C(C=CC(C1)=O)=O (2-(β-hydroxyethylthio)-1,4-benzoquinone). As a reaction SMILES: [SH:1][CH2:2][CH2:3][OH:4].[C:5]1(=[O:12])[CH:10]=[CH:9][C:8](=[O:11])[CH:7]=[CH:6]1>C(O)C>[OH:4][CH2:3][CH2:2][S:1][C:10]1[C:5](=[O:12])[CH:6]=[CH:7][C:8](=[O:11])[CH:9]=1. Procedure details: 2-Mercaptoethanol (25.9 ml, 0.368 mole) is added in a single amount to a suspension of p-benzoquinone (80 g, 0.736 mole) in absolute ethanol (500 ml), with stirring and while bubbling nitrogen through the suspension. The temperature rises from 22° C. to 45° C. within 30 seconds and the mixture becomes a homogeneous red-brown. At the end of 15 minutes, a precipitate appears. The mixture is left to stand with stirring for 2 hours and filtered through a no. 4 frit. The orange-red precipitate is was... Starting materials: Cl.N[C@@H](CC(=O)OCC)CC1=CC=C(C=C1)C1=CC=CC=C1 ((R)-ethyl 3-amino-4-(biphenyl-4-yl)butanoate hydrochloride), O.N1=C(C=C(C=C1)C(=O)O)C(=O)O (2,4-pyridinedicarboxylic acid hydrate), CCN=C=NCCCN(C)C (EDCI), ON1N=NC2=C1N=CC=C2 (1-hydroxy-7-azabenzotriazole), CCN(C(C)C)C(C)C (DIPEA), [OH-].[Na+] (NaOH). Run in CN(C)C=O (DMF), C1CCOC1 (THF), CO (MeOH), O (H2O). Conditions: time 3 hour. Yields the product C1(=CC=C(C=C1)C[C@H](CC(=O)O)NC(=O)C1=CC(=NC=C1)C(=O)O)C1=CC=CC=C1 ((R)-4-(1-(biphenyl-4-yl)-3-carboxypropan-2-ylcarbamoyl)picolinic acid), C1(=CC=C(C=C1)C[C@H](CC(=O)O)NC(=O)C=1C=C(C(=O)O)C=CN1)C1=CC=CC=C1 ((R)-2-(1-(biphenyl-4-yl)-3-carboxypropan-2-ylcarbamoyl)isonicotinic acid). RXN SMILES: Cl.[NH2:2][C@H:3]([CH2:10][C:11]1[CH:16]=[CH:15][C:14]([C:17]2[CH:22]=[CH:21][CH:20]=[CH:19][CH:18]=2)=[CH:13][CH:12]=1)[CH2:4][C:5]([O:7]CC)=[O:6].O.[N:24]1[CH:29]=[CH:28][C:27]([C:30]([OH:32])=[O:31])=[CH:26][C:25]=1[C:33]([OH:35])=[O:34].CCN=C=NCCCN(C)C.ON1C2N=CC=CC=2N=N1.CCN(C(C)C)C(C)C.[OH-].[Na+]>CN(C=O)C.O.C1COCC1.CO>[C:14]1([C:17]2[CH:18]=[CH:19][CH:20]=[CH:21][CH:22]=2)[CH:13]=[CH:12][C:11]([CH2:10][C@@H:3]([NH:2][C:30]([C:27]2[CH:28]=[CH:29][N:24]=[C:25]([C:33]([OH:35])=[O:34])[CH:26]=2)=[O:31])[CH2:4][C:5]([OH:7])=[O:6])=[CH:16][CH:15]=1.[C:14]1([C:17]2[CH:18]=[CH:19][CH:20]=[CH:21][CH:22]=2)[CH:13]=[CH:12][C:11]([CH2:10][C@@H:3]([NH:2][C:33]([C:25]2[CH:26]=[C:27]([CH:28]=[CH:29][N:24]=2)[C:30]([OH:32])=[O:31])=[O:34])[CH2:4][C:5]([OH:7])=[O:6])=[CH:16][CH:15]=1 |f:0.1,2.3,7.8|. Reported procedure: To a solution of (R)-ethyl 3-amino-4-(biphenyl-4-yl)butanoate hydrochloride (200 mg, 0.625 mmol), 2,4-pyridinedicarboxylic acid hydrate (151 mg, 0.813 mmol), EDCI (132 mg, 0.688 mmol) and 1-hydroxy-7-azabenzotriazole (94 mg, 0.688 mmol) in DMF (6 ml), DIPEA (0.164 ml, 0.938 mmol) is added. The reaction mixture is allowed to stir for 3 hours. Then, the reaction mixture is diluted with H2O. The precipitated solid is collected on a funnel and dried under reduced pressure. To a solution of the crude...